Dataset: the Open Reaction Database (ORD), a public repository of structured organic reaction records. Task: describe an organic reaction: reactants, conditions, products, and yield Reactants: [Si](C)(C)(C(C)(C)C)OC1=CC=C(CCl)C=C1 (4-(tert-butyldimethylsilyloxy)benzyl chloride), NC1=CC=C(C#N)C=C1 (4-aminobenzonitrile). The product is [Si](C)(C)(C(C)(C)C)OC1=CC=C(CNC2=CC=C(C#N)C=C2)C=C1 (4-[N-(4-tert-butyldimethylsilyloxybenzyl)amino]benzonitrile). Yield: 25.2%. As a reaction SMILES: [Si:1]([O:8][C:9]1[CH:16]=[CH:15][C:12]([CH2:13]Cl)=[CH:11][CH:10]=1)([C:4]([CH3:7])([CH3:6])[CH3:5])([CH3:3])[CH3:2].[NH2:17][C:18]1[CH:25]=[CH:24][C:21]([C:22]#[N:23])=[CH:20][CH:19]=1>>[Si:1]([O:8][C:9]1[CH:16]=[CH:15][C:12]([CH2:13][NH:17][C:18]2[CH:25]=[CH:24][C:21]([C:22]#[N:23])=[CH:20][CH:19]=2)=[CH:11][CH:10]=1)([C:4]([CH3:7])([CH3:6])[CH3:5])([CH3:3])[CH3:2]. Reported procedure: The procedure of Preparation Example 7 was repeated, except that 2.058 g of 4-(tert-butyldimethylsilyloxy)benzyl chloride was used in place of 4-benzyloxybenzyl chloride, and 0.946 g of 4-aminobenzonitrile was used in place of 4-aminophenol. The resulting crude product was purified by silica gel column chromatography (using a 3:1 mixture of hexane and ethyl acetate as the eluent) to obtain 0.682 g of 4-[N-(4-tert-butyldimethylsilyloxybenzyl)amino]benzonitrile. Starting materials: CC#N, [Cu]I, O=C1c2c(I)cc(F)cc2CN1Cc1ccc(OC(F)(F)F)cc1, N#C[Na], c1ccc(P(c2ccccc2)(c2ccccc2)[Pd](P(c2ccccc2)(c2ccccc2)c2ccccc2)(P(c2ccccc2)(c2ccccc2)c2ccccc2)P(c2ccccc2)(c2ccccc2)c2ccccc2)cc1. The product is N#Cc1cc(F)cc2c1C(=O)N(Cc1ccc(OC(F)(F)F)cc1)C2. Reaction SMILES: [CH3:28][C:29]#[N:30].[Cu:108][I:109].[F:1][c:2]1[cH:3][c:4]2[c:8]([c:9]([I:11])[cH:10]1)[C:7](=[O:12])[N:6]([CH2:13][c:14]1[cH:15][cH:16][c:17]([O:20][C:21]([F:22])([F:23])[F:24])[cH:18][cH:19]1)[CH2:5]2.[Na:25][C:26]#[N:27].[cH:31]1[cH:32][cH:33][c:34]([P:35]([Pd:36]([P:37]([c:38]2[cH:39][cH:40][cH:41][cH:42][cH:43]2)([c:44]2[cH:45][cH:46][cH:47][cH:48][cH:49]2)[c:50]2[cH:51][cH:52][cH:53][cH:54][cH:55]2)([P:56]([c:57]2[cH:58][cH:59][cH:60][cH:61][cH:62]2)([c:63]2[cH:64][cH:65][cH:66][cH:67][cH:68]2)[c:69]2[cH:70][cH:71][cH:72][cH:73][cH:74]2)[P:75]([c:76]2[cH:77][cH:78][cH:79][cH:80][cH:81]2)([c:82]2[cH:83][cH:84][cH:85][cH:86][cH:87]2)[c:88]2[cH:89][cH:90][cH:91][cH:92][cH:93]2)([c:94]2[cH:95][cH:96][cH:97][cH:98][cH:99]2)[c:100]2[cH:101][cH:102][cH:103][cH:104][cH:105]2)[cH:106][cH:107]1>>[F:1][c:2]1[cH:3][c:4]2[c:8]([c:9]([C:26]#[N:27])[cH:10]1)[C:7](=[O:12])[N:6]([CH2:13][c:14]1[cH:15][cH:16][c:17]([O:20][C:21]([F:22])([F:23])[F:24])[cH:18][cH:19]1)[CH2:5]2. Starting materials: COC=1C=C(C=CC1)S (3-Methoxythiophenol), C(C=C)(=O)O (acrylic acid). Run in CCOCC (ether). Run at time 113.8 hour. Yields the product COC=1C=C(C=CC1)SCCC(=O)O (3-(3-methoxyphenylthio)propanoic acid). Isolated yield 36.4%. RXN SMILES: [CH3:1][O:2][C:3]1[CH:4]=[C:5]([SH:9])[CH:6]=[CH:7][CH:8]=1.[C:10]([OH:14])(=[O:13])[CH:11]=[CH2:12]>CCOCC>[CH3:1][O:2][C:3]1[CH:4]=[C:5]([S:9][CH2:12][CH2:11][C:10]([OH:14])=[O:13])[CH:6]=[CH:7][CH:8]=1. Procedure: 3-Methoxythiophenol (5.70 g, 41 mmol) was placed in a flask with acrylic acid (2.36 g, 33 mmol) and stirred at room temperature for 113.8 hours. The reaction mixture was dissolved in ether and extracted with 10% Na2CO3. The aqueous layer was acidified with concentrated HCl, extracted with ether, dried over MgSO4, and concentrated in vacuo to give the 3-(3-methoxyphenylthio)propanoic acid (2.55 g , 37%) as a white solid: mp 39°-42° C.; 1H NMR (CDCl3) 300 MHz 7.21 (m, 1H) 6.91 (m, 2H) 6.77 (d, J=8...